From a dataset of the Open Reaction Database (ORD), a public repository of structured organic reaction records. describe an organic reaction: reactants, conditions, products, and yield Reactants: O (water), ClC=1C=C(C(C(=O)O)=CC1)N (4-chloroanthranilic acid), S(O)(O)(=O)=O (sulphuric acid), C1(=CC=CC=C1)N=C=O (phenyl isocyanate). Run in CN1C(CCC1)=O (N-methylpyrrolidone). Conditions: temperature 80 celsius, time 5 hour. Product: C1(=CC=CC=C1)N1C(NC2=CC(=CC=C2C1=O)Cl)=O (3-phenyl-7-chloro-quinazoline-2,4-dione). Yield: 85.0%. As a reaction SMILES: [Cl:1][C:2]1[CH:3]=[C:4]([NH2:11])[C:5](=[CH:9][CH:10]=1)[C:6]([OH:8])=O.[C:12]1([N:18]=[C:19]=[O:20])[CH:17]=[CH:16][CH:15]=[CH:14][CH:13]=1.S(=O)(=O)(O)O.O>CN1CCCC1=O>[C:12]1([N:18]2[C:6](=[O:8])[C:5]3[C:4](=[CH:3][C:2]([Cl:1])=[CH:10][CH:9]=3)[NH:11][C:19]2=[O:20])[CH:17]=[CH:16][CH:15]=[CH:14][CH:13]=1. Procedure: 42.5 g of 4-chloroanthranilic acid were dissolved in 250 ml of N-methylpyrrolidone and 29.5 g of phenyl isocyanate were added dropwise at room temperature in 30 minutes. The mixture was further stirred for 5 hours at 80° C. and then 24.5 g of concentrated sulphuric acid were added dropwise in the course of 1 hour. The mixture was then further stirred at 80° C. for 3 hours, then cooled to room temperature, 500 ml of water were added, the product precipitated out was filtered off by suction, washe... Reported procedure: 2-[Methoxy(4-nitrobenzyl) phosphinoylmethyl]-4-methylpentanoic acid benzyl ester (prepared from 4-nitrobenzyl bromide and (2-benzyloxycarbonyl4-methylpentyl)phosphinic acid by the procedure described in Example 1/Step B) (900 mg, 2.08 mmole) in a mixture of ethanol (25 ml) and water (6 ml) was treated with concentrated hydrochloric acid (3 drops) and iron powder (1.14 grams, 20 mmole) at reflux. After 2 hours the cooled mixture was filtered through diatomaceous earth. The filtrate was concentrat... Reagents/catalysts: Cl (hydrochloric acid), [Fe] (iron). The product is C(C1=CC=CC=C1)OC(C(CC(C)C)CP(=O)OCCC1=CC=C(C=C1)N)=O (2-[(4-Aminobenzyl) methoxyphosphinoylmethyl]-4-methylpentanoic acid benzyl ester). The yield is 53.0%. The reactants are C(C1=CC=CC=C1)OC(C(CC(C)C)C(P(=O)CC1=CC=C(C=C1)[N+](=O)[O-])OC)=O (2-[Methoxy(4-nitrobenzyl) phosphinoylmethyl]-4-methylpentanoic acid benzyl ester), [N+](=O)([O-])C1=CC=C(CBr)C=C1 (4-nitrobenzyl bromide), C(C1=CC=CC=C1)OC(=O)C(CP(O)=O)CC(C)C ((2-benzyloxycarbonyl4-methylpentyl)phosphinic acid). Run in C(C)O (ethanol), O (water). RXN SMILES: [CH2:1](OC(=O)C(C(OC)P(CC1C=CC([N+]([O-])=O)=CC=1)=O)CC(C)C)C1C=CC=CC=1.[N+:31]([C:34]1[CH:41]=[CH:40][C:37]([CH2:38]Br)=[CH:36][CH:35]=1)([O-])=O.[CH2:42]([O:49][C:50]([CH:52]([CH2:57][CH:58]([CH3:60])[CH3:59])[CH2:53][PH:54](=[O:56])[OH:55])=[O:51])[C:43]1[CH:48]=[CH:47][CH:46]=[CH:45][CH:44]=1>C(O)C.O.Cl.[Fe]>[CH2:42]([O:49][C:50](=[O:51])[CH:52]([CH2:53][PH:54]([O:55][CH2:1][CH2:38][C:37]1[CH:40]=[CH:41][C:34]([NH2:31])=[CH:35][CH:36]=1)=[O:56])[CH2:57][CH:58]([CH3:60])[CH3:59])[C:43]1[CH:44]=[CH:45][CH:46]=[CH:47][CH:48]=1. Starting materials: C1=CC=C2C(=C1)C(=O)C(C2=O)(O)O (ninhydrin), Cl.COC=1C=C(C=C(C1)OC)NC(NN)=O (4-(3,5-dimethoxyphenyl)-semicarbazide hydrochloride). Yields the product COC=1C=C(C=C(C1)OC)NC(NN=C1C(C2=CC=CC=C2C1=O)=O)=O (2-[4-(3,5-dimethoxyphenyl)-semicarbazono]indan-1,3-dione). As a reaction SMILES: [CH:1]1[CH:6]=[C:5]2[C:7]([C:9](O)(O)[C:10](=[O:11])[C:4]2=[CH:3][CH:2]=1)=[O:8].Cl.[CH3:15][O:16][C:17]1[CH:18]=[C:19]([NH:25][C:26](=[O:29])[NH:27][NH2:28])[CH:20]=[C:21]([O:23][CH3:24])[CH:22]=1>>[CH3:15][O:16][C:17]1[CH:18]=[C:19]([NH:25][C:26](=[O:29])[NH:27][N:28]=[C:9]2[C:10](=[O:11])[C:4]3[C:5](=[CH:6][CH:1]=[CH:2][CH:3]=3)[C:7]2=[O:8])[CH:20]=[C:21]([O:23][CH3:24])[CH:22]=1 |f:1.2|. Procedure: ninhydrin, 4-(3,5-dimethoxyphenyl)-semicarbazide hydrochloride Reactants: OC1=NNC2=C(C=CC(=C12)C(C(=O)NF)(F)F)OC (2-(3-hydroxy-7-methoxy-1H-indazol-4-yl]trifluoroacetamide), Br (hydrogen bromide). The product is Br.OC1=NNC2=C(C=CC(=C12)CCN)O (2-(3,7-dihydroxy-1H-indazol-4-yl)ethylamine, hydrobromide). Reaction SMILES: [OH:1][C:2]1[C:10]2[C:5](=[C:6]([O:18]C)[CH:7]=[CH:8][C:9]=2[C:11](F)(F)[C:12]([NH:14]F)=O)[NH:4][N:3]=1.[BrH:20]>>[BrH:20].[OH:1][C:2]1[C:10]2[C:5](=[C:6]([OH:18])[CH:7]=[CH:8][C:9]=2[CH2:11][CH2:12][NH2:14])[NH:4][N:3]=1 |f:2.3|. Procedure details: Under argon, 750 mg of N-[2-(3-hydroxy-7-methoxy-1H-indazol-4-yl]trifluoroacetamide is heated to 120° C. with 5 ml of aqueous hydrogen bromide (65%) for 2 hours. The crystallized product is recrystallized from methanol/diethyl ether, yielding 680 mg of 2-(3,7-dihydroxy-1H-indazol-4-yl)ethylamine, hydrobromide, decomposition point 270°-273° C.